This data is from the Open Reaction Database (ORD), a public repository of structured organic reaction records. The task is: describe an organic reaction: reactants, conditions, products, and yield Starting materials: CN(C)C=O, CC(C)(C)[Si](C)(C)Cl, Nc1ncccc1CO, O, c1c[nH]cn1. Product: CC(C)(C)[Si](C)(C)OCc1cccnc1N. RXN SMILES: [CH3:10][N:11]([CH3:12])[CH:13]=[O:14].[Cl:20][Si:21]([C:22]([CH3:23])([CH3:24])[CH3:25])([CH3:26])[CH3:27].[NH2:1][c:2]1[n:3][cH:4][cH:5][cH:6][c:7]1[CH2:8][OH:9].[OH2:28].[nH:15]1[cH:16][cH:17][n:18][cH:19]1>>[NH2:1][c:2]1[n:3][cH:4][cH:5][cH:6][c:7]1[CH2:8][O:9][Si:21]([C:22]([CH3:23])([CH3:24])[CH3:25])([CH3:26])[CH3:27].